From a dataset of the Open Reaction Database (ORD), a public repository of structured organic reaction records. describe an organic reaction: reactants, conditions, products, and yield Starting materials: CC1(OCC(O1)CO)C (2,2-dimethyl-1,3-dioxolane-4-methanol), CS(=O)(=O)Cl (methanesulphonyl chloride). Yields the product CS(=O)(=O)OCC1OC(OC1)(C)C ((2,2-dimethyl-1,3-dioxolan-4-yl)methyl methanesulphonate). RXN SMILES: [CH3:1][C:2]1([CH3:9])[O:6][CH:5]([CH2:7][OH:8])[CH2:4][O:3]1.[CH3:10][S:11](Cl)(=[O:13])=[O:12]>>[CH3:10][S:11]([O:8][CH2:7][CH:5]1[CH2:4][O:3][C:2]([CH3:9])([CH3:1])[O:6]1)(=[O:13])=[O:12]. Reported procedure: reacting an optically active isomer of 2,2-dimethyl-1,3-dioxolane-4-methanol with methanesulphonyl chloride, to obtain a corresponding (2,2-dimethyl-1,3-dioxolan-4-yl)methyl methanesulphonate;